Task: describe an organic reaction: reactants, conditions, products, and yield. Dataset: the Open Reaction Database (ORD), a public repository of structured organic reaction records The reactants are CN(C(NN)=S)C (4,4-dimethylthiosemicarbazide), C(C)(=O)C1=NC(=CC=C1)C(C)=O (2,6-diacetylpyridine), C(C)(=O)O (acetic acid). Run in CCO (EtOH). The product is CN(C(NN=C(C)C1=CC=CC(=N1)C(C)=NNC(=S)N(C)C)=S)C (2,6-Diacetylpyridine bis-(4,4-dimethylthiosemicarbazone)). RXN SMILES: [CH3:1][N:2]([CH3:7])[C:3](=[S:6])[NH:4][NH2:5].[C:8]([C:11]1[CH:16]=[CH:15][CH:14]=[C:13]([C:17](=O)[CH3:18])[N:12]=1)(=O)[CH3:9].C(O)(=O)C>CCO>[CH3:1][N:2]([CH3:7])[C:3](=[S:6])[NH:4][N:5]=[C:8]([C:11]1[N:12]=[C:13]([C:17](=[N:5][NH:4][C:3]([N:2]([CH3:7])[CH3:1])=[S:6])[CH3:18])[CH:14]=[CH:15][CH:16]=1)[CH3:9]. Reported procedure: A mixture of 4,4-dimethylthiosemicarbazide (2.70 g, 0.022 mol) and 2,6-diacetylpyridine (1.63 g, 0.10 mol) in 95% EtOH (45 ml) containing glacial acetic acid (0.5 ml) was heated by a steam bath for 1 h and 10 min and allowed to cool to ambient temperature. The yellow precipitate was collected by filtration, washed with 95% EtOH, and subsequently recrystallized from toluene: yield 2.72 g (73%); mp 215° (dec). The reactants are C=CC(=O)OCCCCCCOc1ccc(OC(=O)c2ccc(C(=O)Oc3ccc(OCCCCCCOC(=O)C=C)cc3)c(C(=O)O)c2)cc1, CN(C)c1ccncc1, ClCCl, CCCCCCC(C)Oc1cc(N)c(-c2ccc(C(=O)Oc3ccc(CO)cc3)cc2)cc1[N+](=O)[O-], O. Product: C=CC(=O)OCCCCCCOc1ccc(OC(=O)c2ccc(C(=O)Oc3ccc(OCCCCCCOC(=O)C=C)cc3)c(C(=O)OCc3ccc(OC(=O)c4ccc(-c5cc([N+](=O)[O-])c(OC(C)CCCCCC)cc5N)cc4)cc3)c2)cc1. Reaction SMILES: [C:1]([CH:2]=[CH2:3])(=[O:4])[O:5][CH2:6][CH2:7][CH2:8][CH2:9][CH2:10][CH2:11][O:12][c:13]1[cH:14][cH:15][c:16]([O:19][C:20](=[O:21])[c:22]2[c:23]([C:24](=[O:25])[OH:26])[cH:27][c:28]([C:31](=[O:32])[O:33][c:34]3[cH:35][cH:36][c:37]([O:40][CH2:41][CH2:42][CH2:43][CH2:44][CH2:45][CH2:46][O:47][C:48]([CH:49]=[CH2:50])=[O:51])[cH:38][cH:39]3)[cH:29][cH:30]2)[cH:17][cH:18]1.[CH3:89][N:90]([CH3:91])[c:92]1[cH:93][cH:94][n:95][cH:96][cH:97]1.[Cl:98][CH2:99][Cl:100].[NH2:52][c:53]1[c:54](-[c:71]2[cH:72][cH:73][c:74]([C:75](=[O:76])[O:77][c:78]3[cH:79][cH:80][c:81]([CH2:84][OH:85])[cH:82][cH:83]3)[cH:86][cH:87]2)[cH:55][c:56]([N+:68](=[O:69])[O-:70])[c:57]([O:59][CH:60]([CH3:61])[CH2:62][CH2:63][CH2:64][CH2:65][CH2:66][CH3:67])[cH:58]1.[OH2:88]>>[C:1]([CH:2]=[CH2:3])(=[O:4])[O:5][CH2:6][CH2:7][CH2:8][CH2:9][CH2:10][CH2:11][O:12][c:13]1[cH:14][cH:15][c:16]([O:19][C:20](=[O:21])[c:22]2[c:23]([C:24](=[O:25])[O:26][CH2:84][c:81]3[cH:80][cH:79][c:78]([O:77][C:75]([c:74]4[cH:73][cH:72][c:71](-[c:54]5[c:53]([NH2:52])[cH:58][c:57]([O:59][CH:60]([CH3:61])[CH2:62][CH2:63][CH2:64][CH2:65][CH2:66][CH3:67])[c:56]([N+:68](=[O:69])[O-:70])[cH:55]5)[cH:87][cH:86]4)=[O:76])[cH:83][cH:82]3)[cH:27][c:28]([C:31](=[O:32])[O:33][c:34]3[cH:35][cH:36][c:37]([O:40][CH2:41][CH2:42][CH2:43][CH2:44][CH2:45][CH2:46][O:47][C:48]([CH:49]=[CH2:50])=[O:51])[cH:38][cH:39]3)[cH:29][cH:30]2)[cH:17][cH:18]1. Reactants: CS(=O)(=O)c1ccc(-n2ccc(OC3CCNCC3)cc2=O)cc1, CCN(C(C)C)C(C)C, O=C(Cl)Oc1ccc(Br)cc1, ClCCl, Cl. Yields the product CS(=O)(=O)c1ccc(-n2ccc(OC3CCN(C(=O)Oc4ccc(Br)cc4)CC3)cc2=O)cc1. As a reaction SMILES: [CH3:2][S:3](=[O:4])(=[O:5])[c:6]1[cH:7][cH:8][c:9](-[n:12]2[c:13](=[O:25])[cH:14][c:15]([O:18][CH:19]3[CH2:20][CH2:21][NH:22][CH2:23][CH2:24]3)[cH:16][cH:17]2)[cH:10][cH:11]1.[CH:26]([N:27]([CH:28]([CH3:29])[CH3:30])[CH2:31][CH3:32])([CH3:33])[CH3:34].[Cl:35][C:36](=[O:37])[O:38][c:39]1[cH:40][cH:41][c:42]([Br:45])[cH:43][cH:44]1.[Cl:46][CH2:47][Cl:48].[ClH:1]>>[CH3:2][S:3](=[O:4])(=[O:5])[c:6]1[cH:7][cH:8][c:9](-[n:12]2[c:13](=[O:25])[cH:14][c:15]([O:18][CH:19]3[CH2:20][CH2:21][N:22]([C:36](=[O:37])[O:38][c:39]4[cH:40][cH:41][c:42]([Br:45])[cH:43][cH:44]4)[CH2:23][CH2:24]3)[cH:16][cH:17]2)[cH:10][cH:11]1. The reactants are Na, OC1=C(C=O)C=CC(=C1)N1N=C(C(=N1)C)C1=CC=CC=C1 (2-hydroxy-4-(4-methyl-5-phenyl-2H-1,2,3-triazol-2-yl)-benzaldehyde), N=1N=CN(C1)CC(=O)OCC (ethyl 1,2,4-triazol-4-yl-acetate), C(C)(=O)O (acetic acid), N1CCCCC1 (piperidine). Solvent: C(C)O (ethanol). Reaction conditions: temperature 60 celsius, time 2 hour. Yields the product N=1N=CN(C1)C=1C(OC2=CC(=CC=C2C1)N1N=C(C(=N1)C)C1=CC=CC=C1)=O (3-(1,2,4-triazol-4-yl)-7-(4-methyl-5-phenyl-2H-1,2,3-triazol-2-yl)-coumarin). Isolated yield 52.0%. Reaction SMILES: [OH:1][C:2]1[CH:9]=[C:8]([N:10]2[N:14]=[C:13]([CH3:15])[C:12]([C:16]3[CH:21]=[CH:20][CH:19]=[CH:18][CH:17]=3)=[N:11]2)[CH:7]=[CH:6][C:3]=1[CH:4]=O.[N:22]1[N:23]=[CH:24][N:25]([CH2:27][C:28](OCC)=[O:29])[CH:26]=1.C(O)(=O)C.N1CCCCC1>C(O)C>[N:22]1[N:23]=[CH:24][N:25]([C:27]2[C:28](=[O:29])[O:1][C:2]3[C:3]([CH:4]=2)=[CH:6][CH:7]=[C:8]([N:10]2[N:14]=[C:13]([CH3:15])[C:12]([C:16]4[CH:21]=[CH:20][CH:19]=[CH:18][CH:17]=4)=[N:11]2)[CH:9]=3)[CH:26]=1. Procedure details: 15.0 g (50.0 mmols) of the Na salt of 2-hydroxy-4-(4-methyl-5-phenyl-2H-1,2,3-triazol-2-yl)-benzaldehyde, 7.75 g (50.0 mmols) of ethyl 1,2,4-triazol-4-yl-acetate, 1.50 g (25.0 mmols) of glacial acetic acid and 500 mg (6.00 mmols) of piperidine are refluxed in 70 ml of anhydrous ethanol for 8 hours under an N2 atmosphere. The mixture is rapidly filtered off under suction and the residue is washed with ethanol and water. Finally, the residue is again stirred with 100 ml of ethanol for 2 hours at 6... Starting materials: N1=CC=CC=C1 (pyridine), O1CCOCC1 (dioxane), FC(C=1C=C(CN(C(=O)C=2C(=NC(=NC2)CC(N)=O)C2=CC=CC=C2)C)C=C(C1)C(F)(F)F)(F)F (2-carbamoylmethyl-4-phenyl-pyrimidine-5-carboxylic acid (3,5-bis-trifluoromethyl-benzyl)-methyl-amide). Reaction conditions: time 1 hour. The product is FC(C=1C=C(CN(C(=O)C=2C(=NC(=NC2)CC#N)C2=CC=CC=C2)C)C=C(C1)C(F)(F)F)(F)F (2-cyanomethyl-4-phenyl-pyrimidine-5-carboxylic acid (3,5-bis-trifluoromethyl-benzyl)-methyl-amide). Yield: 51.0%. Reaction SMILES: N1C=CC=CC=1.O1CCOCC1.[F:13][C:14]([F:47])([F:46])[C:15]1[CH:16]=[C:17]([CH:39]=[C:40]([C:42]([F:45])([F:44])[F:43])[CH:41]=1)[CH2:18][N:19]([CH3:38])[C:20]([C:22]1[C:23]([C:32]2[CH:37]=[CH:36][CH:35]=[CH:34][CH:33]=2)=[N:24][C:25]([CH2:28][C:29](=O)[NH2:30])=[N:26][CH:27]=1)=[O:21]>>[F:47][C:14]([F:13])([F:46])[C:15]1[CH:16]=[C:17]([CH:39]=[C:40]([C:42]([F:43])([F:44])[F:45])[CH:41]=1)[CH2:18][N:19]([CH3:38])[C:20]([C:22]1[C:23]([C:32]2[CH:37]=[CH:36][CH:35]=[CH:34][CH:33]=2)=[N:24][C:25]([CH2:28][C:29]#[N:30])=[N:26][CH:27]=1)=[O:21]. Procedure details: To a solution of 0.50 g (1.01 mmol) in 2-carbamoylmethyl-4-phenyl-pyrimidine-5-carboxylic acid (3,5-bis-trifluoromethyl-benzyl)-methyl-amide and 0.17 ml pyridine in 10 ml dioxane 0.15 ml (1.06 mmol) trifluoraceticanhydrid were added and the resulting reaction mixture was stirred for 1 hr. at 50°. The reaction mixture was poured on Ice/H2O and extracted three times with 50 ml CH2Cl2. The combined organic layers were dried (MgSO4), filtered and evaporated. The residue was purified by chromatograph... Starting materials: C(C1=CC=CC=C1)N1CCOC(C1)C1=CC=C(C=C1)Br (4-benzyl-6-(4-bromo-phenyl)-morpholine), [Li]CCCC (n-BuLi), C(=O)N1CCOCC1 (N-formylmorpholine). Solvent: C1CCOC1 (THF), C1CCOC1 (THF). Conditions: time 1 hour. The product is C(C1=CC=CC=C1)N1CC(OCC1)C1=CC=C(C=O)C=C1 (4-(4-benzyl-morpholin-2-yl)-benzaldehyde). Yield: 82.5%. As a reaction SMILES: [CH2:1]([N:8]1[CH2:13][CH:12]([C:14]2[CH:19]=[CH:18][C:17](Br)=[CH:16][CH:15]=2)[O:11][CH2:10][CH2:9]1)[C:2]1[CH:7]=[CH:6][CH:5]=[CH:4][CH:3]=1.[Li]CCCC.[CH:26](N1CCOCC1)=[O:27]>C1COCC1>[CH2:1]([N:8]1[CH2:9][CH2:10][O:11][CH:12]([C:14]2[CH:19]=[CH:18][C:17]([CH:26]=[O:27])=[CH:16][CH:15]=2)[CH2:13]1)[C:2]1[CH:7]=[CH:6][CH:5]=[CH:4][CH:3]=1. Reported procedure: To a solution of 4-benzyl-6-(4-bromo-phenyl)-morpholine (1.73 g; 5.21 mmol) in THF (25 mL) was added dropwise n-BuLi (2.08 mL; 2.50 mol/l; 5.21 mmol), at −78° C. The resulting mixture was stirred for one hour, and subsequently a solution of N-formylmorpholine (0.90 g; 7.81 mmol) in THF (5 mL) was added dropwise, at −78° C. The reaction was quenched by the addition of an 5% aqueous NaHCO3 solution, at −70° C. The resulting mixture was extracted with Et2O. The combined organic layers were dried (N... Reactants: NC1=NC=CC=C1NCC1=C(C=CC=C1NC(=O)OC)C (2-amino-3-(2-methyl-6-methoxycarbonylaminobenzylamino)pyridine), S(=O)(=O)(C)OC(C(C)=O)CC#C (3-mesyloxy-5-hexyn-2-one). The solvent is CO (methanol), C(Cl)(Cl)Cl (chloroform), C(Cl)(Cl)Cl (chloroform). Yields the product CC1=C(CNC=2C=3N(C=CC2)C(=C(N3)C)CC#C)C(=CC=C1)NC(=O)OC (8-(2-methyl-6-methoxycarbonylaminobenzylamino)-3-(2-propynyl)-2-methylimidazo[1,2-a]pyridine). Yield: 55.7%. RXN SMILES: [NH2:1][C:2]1[C:7]([NH:8][CH2:9][C:10]2[C:15]([NH:16][C:17]([O:19][CH3:20])=[O:18])=[CH:14][CH:13]=[CH:12][C:11]=2[CH3:21])=[CH:6][CH:5]=[CH:4][N:3]=1.S(O[CH:27]([CH2:31][C:32]#[CH:33])[C:28](=O)[CH3:29])(C)(=O)=O>CO.C(Cl)(Cl)Cl>[CH3:21][C:11]1[CH:12]=[CH:13][CH:14]=[C:15]([NH:16][C:17]([O:19][CH3:20])=[O:18])[C:10]=1[CH2:9][NH:8][C:7]1[C:2]2[N:3]([C:27]([CH2:31][C:32]#[CH:33])=[C:28]([CH3:29])[N:1]=2)[CH:4]=[CH:5][CH:6]=1. Reported procedure: A mixture of 2-amino-3-(2-methyl-6-methoxycarbonylaminobenzylamino)pyridine (180 mg) and 3-mesyloxy-5-hexyn-2-one (120 mg) in methanol (0.36 ml) and chloroform (0.36 ml) was refluxed for 20 hours. After cooling, chloroform was added to the mixture and the resultant mixture was washed with an aqueous solution of sodium carbonate and water. The solvent was evaporated under reduced pressure and the residue was subjected to column chromatography on silica gel (4 g), eluting with chloroform to give a... The reactants are ClCCl, BrP(Br)Br, O=c1cc(OCc2ccco2)ccn1CCc1ccc(CO)cc1. The product is O=c1cc(OCc2ccco2)ccn1CCc1ccc(CBr)cc1. Reaction SMILES: [Cl:29][CH2:30][Cl:31].[P:25]([Br:26])([Br:27])[Br:28].[o:1]1[c:2]([CH2:6][O:7][c:8]2[cH:9][c:10](=[O:24])[n:11]([CH2:14][CH2:15][c:16]3[cH:17][cH:18][c:19]([CH2:22][OH:23])[cH:20][cH:21]3)[cH:12][cH:13]2)[cH:3][cH:4][cH:5]1>>[o:1]1[c:2]([CH2:6][O:7][c:8]2[cH:9][c:10](=[O:24])[n:11]([CH2:14][CH2:15][c:16]3[cH:17][cH:18][c:19]([CH2:22][Br:26])[cH:20][cH:21]3)[cH:12][cH:13]2)[cH:3][cH:4][cH:5]1. The reactants are OC=1C=C2C(=CN(C2=CC1)CC1=CC=CC=C1)CC(=O)N (5-hydroxy-1-(phenylmethyl)-1H-indole-3-acetamide), [H-].[Na+] (NaH), BrCCCC(=O)OCC (ethyl 4-bromobutyrate). The solvent is CS(=O)C (DMSO), C1CCOC1 (THF), O (water). Reaction conditions: temperature 60 celsius. Product: C(C)OC(CCCOC=1C=C2C(=CN(C2=CC1)CC1=CC=CC=C1)CC(=O)N)=O (4-[[3-(2-amino-2-oxoethyl)-1-(phenylmethyl)-1H-indol-5-yl]oxy]butanoic acid ethyl ester). Isolated yield 65.9%. As a reaction SMILES: [OH:1][C:2]1[CH:3]=[C:4]2[C:8](=[CH:9][CH:10]=1)[N:7]([CH2:11][C:12]1[CH:17]=[CH:16][CH:15]=[CH:14][CH:13]=1)[CH:6]=[C:5]2[CH2:18][C:19]([NH2:21])=[O:20].[H-].[Na+].Br[CH2:25][CH2:26][CH2:27][C:28]([O:30][CH2:31][CH3:32])=[O:29]>CS(C)=O.C1COCC1.O>[CH2:31]([O:30][C:28](=[O:29])[CH2:27][CH2:26][CH2:25][O:1][C:2]1[CH:3]=[C:4]2[C:8](=[CH:9][CH:10]=1)[N:7]([CH2:11][C:12]1[CH:17]=[CH:16][CH:15]=[CH:14][CH:13]=1)[CH:6]=[C:5]2[CH2:18][C:19]([NH2:21])=[O:20])[CH3:32] |f:1.2|. Reported procedure: A solution of 280 mg (1.0 mmol) of 5-hydroxy-1-(phenylmethyl)-1H-indole-3-acetamide in 30 mL of DMSO and 10 mL of THF was treated with 45 mg (1.1 mmol) of 60% NaH/mineral oil, and then with 0.16 mL (1.1 mmol) of ethyl 4-bromobutyrate. The mixture was heated in an oil bath at 60° C. for 2.25 hours. It was diluted with water, extracted with EtOAc, the EtOAc solution washed with water, saturated NaCl solution, dried (Na2SO4), and concentrated at reduced pressure. The residue was chromatographed on ...